From a dataset of the Open Reaction Database (ORD), a public repository of structured organic reaction records. describe an organic reaction: reactants, conditions, products, and yield Starting materials: O=C(n1ccnc1)n1ccnc1, CCCCn1cc(C(=O)C(F)(F)F)c2ccc(C(=O)O)cc21, ClCCl, CCc1cccc(CNCC(O)C(N)Cc2cc(F)cc(F)c2)c1. Product: CCCCn1cc(C(=O)C(F)(F)F)c2ccc(C(=O)NC(Cc3cc(F)cc(F)c3)C(O)CNCc3cccc(CC)c3)cc21. RXN SMILES: [C:23]([n:24]1[cH:25][cH:26][n:27][cH:28]1)([n:29]1[cH:30][cH:31][n:32][cH:33]1)=[O:34].[CH2:1]([CH2:2][CH2:3][CH3:4])[n:5]1[cH:6][c:7]([C:17]([C:18]([F:19])([F:20])[F:21])=[O:22])[c:8]2[cH:9][cH:10][c:11]([C:14](=[O:15])[OH:16])[cH:12][c:13]12.[Cl:59][CH2:60][Cl:61].[NH2:35][CH:36]([CH:37]([CH2:38][NH:39][CH2:40][c:41]1[cH:42][c:43]([CH2:47][CH3:48])[cH:44][cH:45][cH:46]1)[OH:49])[CH2:50][c:51]1[cH:52][c:53]([F:58])[cH:54][c:55]([F:57])[cH:56]1>>[CH2:1]([CH2:2][CH2:3][CH3:4])[n:5]1[cH:6][c:7]([C:17]([C:18]([F:19])([F:20])[F:21])=[O:22])[c:8]2[cH:9][cH:10][c:11]([C:14](=[O:15])[NH:35][CH:36]([CH:37]([CH2:38][NH:39][CH2:40][c:41]3[cH:42][c:43]([CH2:47][CH3:48])[cH:44][cH:45][cH:46]3)[OH:49])[CH2:50][c:51]3[cH:52][c:53]([F:58])[cH:54][c:55]([F:57])[cH:56]3)[cH:12][c:13]12. The reactants are O(C1=CC=CC=C1)C=1C=C(CSC=2SC3=C(N2)CCCC3=O)C=CC1 (2-[(3-phenoxybenzyl)thio]-5,6-dihydro-1,3-benzothiazol-7(4H)-one), [H-].[Al+3].[Li+].[H-].[H-].[H-] (lithium aluminum hydride), O.O.O.O.O.O.O.O.O.O.S(=O)(=O)([O-])[O-].[Na+].[Na+] (Sodium sulfate decahydrate). Solvent: O1CCCC1 (tetrahydrofuran). Run at time 1 hour. Yields the product O(C1=CC=CC=C1)C=1C=C(CSC=2SC3=C(N2)CCCC3O)C=CC1 (2-[(3-phenoxybenzyl)thio]-4,5,6,7-tetrahydro-1,3-benzothiazol-7-ol). Isolated yield 87.6%. Reaction SMILES: [O:1]([C:8]1[CH:9]=[C:10]([CH:23]=[CH:24][CH:25]=1)[CH2:11][S:12][C:13]1[S:14][C:15]2[C:21](=[O:22])[CH2:20][CH2:19][CH2:18][C:16]=2[N:17]=1)[C:2]1[CH:7]=[CH:6][CH:5]=[CH:4][CH:3]=1.[H-].[Al+3].[Li+].[H-].[H-].[H-].O.O.O.O.O.O.O.O.O.O.S([O-])([O-])(=O)=O.[Na+].[Na+]>O1CCCC1>[O:1]([C:8]1[CH:9]=[C:10]([CH:23]=[CH:24][CH:25]=1)[CH2:11][S:12][C:13]1[S:14][C:15]2[CH:21]([OH:22])[CH2:20][CH2:19][CH2:18][C:16]=2[N:17]=1)[C:2]1[CH:7]=[CH:6][CH:5]=[CH:4][CH:3]=1 |f:1.2.3.4.5.6,7.8.9.10.11.12.13.14.15.16.17.18.19|. Procedure: To a solution of 2-[(3-phenoxybenzyl)thio]-5,6-dihydro-1,3-benzothiazol-7(4H)-one (2.50 g, 6.80 mmol) in tetrahydrofuran (50 mL) was added by portions lithium aluminum hydride (280 mg) under ice-cooling, and the mixture was stirred at the same temperature for 1 hr. Sodium sulfate decahydrate (1.5 g) was added to reaction mixture, and the mixture was stirred at room temperature for 1 hr. The insoluble material was filtered off, and the filtrate was concentrated under reduced pressure to give the ... The reactants are ClC=1C=C(C(=O)OO)C=CC1 (3-chloroperoxybenzoic acid), C(C)(C)[C@H]1COCC=2N1C1=C(C=NC3=CC=CC=C13)N2 ((11S)-11-Isopropyl-10,11-dihydro-8H-[1,4]oxazino[4′,3′:1,2]imidazo[4,5-c]quinoline), C(=O)([O-])[O-].[Na+].[Na+] (Na2CO3). Solvent: C(Cl)Cl (CH2Cl2). Reaction conditions: time 75 minute. Yields the product C(C)(C)[C@H]1COCC=2N1C1=C(C=[N+](C3=CC=CC=C13)[O-])N2 ((11S)-11-isopropyl-10,11-dihydro-8H-[1,4]oxazino[4′,3′:1,2]imidazo[4,5-c]quinoline 5-oxide). Isolated yield 100.1%. Reaction SMILES: [CH:1]([C@@H:4]1[N:9]2[C:10]3[C:19]4[C:14](=[CH:15][CH:16]=[CH:17][CH:18]=4)[N:13]=[CH:12][C:11]=3[N:20]=[C:8]2[CH2:7][O:6][CH2:5]1)([CH3:3])[CH3:2].ClC1C=C(C=CC=1)C(OO)=[O:26].C([O-])([O-])=O.[Na+].[Na+]>C(Cl)Cl>[CH:1]([C@@H:4]1[N:9]2[C:10]3[C:19]4[C:14](=[CH:15][CH:16]=[CH:17][CH:18]=4)[N+:13]([O-:26])=[CH:12][C:11]=3[N:20]=[C:8]2[CH2:7][O:6][CH2:5]1)([CH3:3])[CH3:2] |f:2.3.4|. Procedure: (11S)-11-Isopropyl-10,11-dihydro-8H-[1,4]oxazino[4′,3′:1,2]imidazo[4,5-c]quinoline (1.13 g, 4.23 mmol) was dissolved in 40 mL of CH2Cl2 and treated with 3-chloroperoxybenzoic acid (MCPBA) (1.13 g, 77% max). After stirring for 75 minutes, the reaction was treated with 20 mL of 2% Na2CO3 solution and the layers were separated. The aqueous layer was then extracted with CH2Cl2 (3×10 mL). The combined organic layers were washed with 10 mL of brine. The organic portion was then dried over Na2SO4, filt... Starting materials: C(C)(=O)C=1C=C(C(=O)OC)C=CC1O (methyl 3-acetyl-4-hydroxy-benzoate), C(C)(C)OC1=C(C(=O)OC)C=CC=C1 (methyl 2-isopropoxy-benzoate), [H-].[Na+] (sodium hydride). Run in O1CCOCC1 (dioxane), O1CCOCC1 (dioxane), petroleum ether. Conditions: time 4 hour. The product is OC1=C(C(=O)CC(C2=C(C=CC=C2)OC(C)C)=O)C=C(C=C1)C(=O)OC ((2-hydroxy-5-carbomethoxy-benzoyl)-(2-isopropoxy-benzoyl)-methane). Isolated yield 63.6%. RXN SMILES: [C:1]([C:4]1[CH:5]=[C:6]([CH:11]=[CH:12][C:13]=1[OH:14])[C:7]([O:9][CH3:10])=[O:8])(=[O:3])[CH3:2].[CH:15]([O:18][C:19]1[CH:28]=[CH:27][CH:26]=[CH:25][C:20]=1[C:21](OC)=[O:22])([CH3:17])[CH3:16].[H-].[Na+]>O1CCOCC1>[OH:14][C:13]1[CH:12]=[CH:11][C:6]([C:7]([O:9][CH3:10])=[O:8])=[CH:5][C:4]=1[C:1]([CH2:2][C:21](=[O:22])[C:20]1[CH:25]=[CH:26][CH:27]=[CH:28][C:19]=1[O:18][CH:15]([CH3:16])[CH3:17])=[O:3] |f:2.3|. Procedure details: A solution consisting of methyl 3-acetyl-4-hydroxy-benzoate (60 g) and methyl 2-isopropoxy-benzoate (120 g) in dioxane (400 ml) was slowly added under stirring at room temperature to a suspension of sodium hydride 50% (45 g) in dioxane (200 ml). The mixture was kept for 4 hours at 80° C., cooled, then diluted with petroleum ether (600 ml), and subsequently filtered. The collected precipitate was dissolved in water, acidified with acetic acid and extracted with ethylacetayte. The organic phase wa... The reactants are CC(C)C[NH2+]C(CCl)CSCc1ccccc1, CCc1cc(C#N)ccc1N=C=S, [Cl-]. Yields the product CCc1cc(C#N)ccc1N=C1SCC(CSCc2ccccc2)N1CC(C)C, Cl. Reaction SMILES: [CH2:15]([c:16]1[cH:17][cH:18][cH:19][cH:20][cH:21]1)[S:22][CH2:23][CH:24]([CH2:25][Cl:26])[NH2+:27][CH2:28][CH:29]([CH3:30])[CH3:31].[CH2:1]([CH3:2])[c:3]1[c:4]([N:11]=[C:12]=[S:13])[cH:5][cH:6][c:7]([C:9]#[N:10])[cH:8]1.[Cl-:14]>>[CH2:1]([CH3:2])[c:3]1[c:4]([N:11]=[C:12]2[S:13][CH2:25][CH:24]([CH2:23][S:22][CH2:15][c:16]3[cH:17][cH:18][cH:19][cH:20][cH:21]3)[N:27]2[CH2:28][CH:29]([CH3:30])[CH3:31])[cH:5][cH:6][c:7]([C:9]#[N:10])[cH:8]1.[ClH:26].